From a dataset of the Open Reaction Database (ORD), a public repository of structured organic reaction records. describe an organic reaction: reactants, conditions, products, and yield Reactants: CCN1C(=O)Cc2cc3c(cc21)CCO3, CN(C)C=O, [Cl-], O=C=Nc1ccc(Cl)cc1, [H-], [Na+], [Na+]. Yields the product CCN1C(=O)C(C(=O)Nc2ccc(Cl)cc2)c2cc3c(cc21)CCO3. RXN SMILES: [CH2:3]([CH3:4])[N:5]1[C:6](=[O:17])[CH2:7][c:8]2[cH:9][c:10]3[c:11]([cH:12][c:13]21)[CH2:14][CH2:15][O:16]3.[CH3:30][N:31]([CH3:32])[CH:33]=[O:34].[Cl-:29].[Cl:18][c:19]1[cH:20][cH:21][c:22]([N:25]=[C:26]=[O:27])[cH:23][cH:24]1.[H-:1].[Na+:28].[Na+:2]>>[CH2:3]([CH3:4])[N:5]1[C:6](=[O:17])[CH:7]([C:26]([NH:25][c:22]2[cH:21][cH:20][c:19]([Cl:18])[cH:24][cH:23]2)=[O:27])[c:8]2[cH:9][c:10]3[c:11]([cH:12][c:13]21)[CH2:14][CH2:15][O:16]3. Reactants: C1CCOC1, Cc1cnc(CN(Cc2nccc3ccccc23)C2CCNCC2)c(C)c1, O=C(NO)Oc1ccccc1. Product: Cc1cnc(CN(Cc2nccc3ccccc23)C2CCN(C(=O)NO)CC2)c(C)c1. RXN SMILES: [CH2:39]1[O:40][CH2:41][CH2:42][CH2:43]1.[CH3:1][c:2]1[c:3]([CH2:9][N:10]([CH:11]2[CH2:12][CH2:13][NH:14][CH2:15][CH2:16]2)[CH2:17][c:18]2[n:19][cH:20][cH:21][c:22]3[cH:23][cH:24][cH:25][cH:26][c:27]23)[n:4][cH:5][c:6]([CH3:8])[cH:7]1.[O:28]([c:30]1[cH:31][cH:32][cH:33][cH:34][cH:36]1)[C:35](=[O:29])[NH:37][OH:38]>>[CH3:1][c:2]1[c:3]([CH2:9][N:10]([CH:11]2[CH2:12][CH2:13][N:14]([C:35](=[O:28])[NH:37][OH:38])[CH2:15][CH2:16]2)[CH2:17][c:18]2[n:19][cH:20][cH:21][c:22]3[cH:23][cH:24][cH:25][cH:26][c:27]23)[n:4][cH:5][c:6]([CH3:8])[cH:7]1.